Dataset: the Open Reaction Database (ORD), a public repository of structured organic reaction records. Task: describe an organic reaction: reactants, conditions, products, and yield Starting materials: C(CC(=O)C)(=O)C1N(CCCC1)C(=O)OCC1=CC=CC=C1 (Benzyl 2-acetoacetylpiperidine-1-carboxylate), C(#N)C1=CC=C(C=O)C=C1 (4-cyanobenzaldehyde), FC(C=1C=C(C=CC1)NC(=O)N)(F)F (N-[3-(trifluoromethyl)phenyl]urea), 2,4,6-tripropyl-1,3,5,2,4,6-trioxatriphosphinane 2,4,6-trioxide anhydride. The solvent is C(C)(C)(C)OC (methyl tert.-butyl ether). The product is C(#N)C1=CC=C(C=C1)C1NC(N(C(=C1C(=O)C1N(CCCC1)C(=O)OCC1=CC=CC=C1)C)C1=CC(=CC=C1)C(F)(F)F)=O (Benzyl 2-({4-(4-cyanophenyl)-6-methyl-2-oxo-1-[3-(trifluoromethyl)phenyl]-1,2,3,4-tetrahydropyrimidin-5-yl}carbonyl)piperidine-1-carboxylate). Reaction SMILES: [C:1]([CH:7]1[CH2:12][CH2:11][CH2:10][CH2:9][N:8]1[C:13]([O:15][CH2:16][C:17]1[CH:22]=[CH:21][CH:20]=[CH:19][CH:18]=1)=[O:14])(=[O:6])[CH2:2][C:3]([CH3:5])=O.[C:23]([C:25]1[CH:32]=[CH:31][C:28]([CH:29]=O)=[CH:27][CH:26]=1)#[N:24].[F:33][C:34]([F:46])([F:45])[C:35]1[CH:36]=[C:37]([NH:41][C:42]([NH2:44])=[O:43])[CH:38]=[CH:39][CH:40]=1>C(OC)(C)(C)C>[C:23]([C:25]1[CH:32]=[CH:31][C:28]([CH:29]2[C:2]([C:1]([CH:7]3[CH2:12][CH2:11][CH2:10][CH2:9][N:8]3[C:13]([O:15][CH2:16][C:17]3[CH:22]=[CH:21][CH:20]=[CH:19][CH:18]=3)=[O:14])=[O:6])=[C:3]([CH3:5])[N:41]([C:37]3[CH:38]=[CH:39][CH:40]=[C:35]([C:34]([F:45])([F:46])[F:33])[CH:36]=3)[C:42](=[O:43])[NH:44]2)=[CH:27][CH:26]=1)#[N:24]. Procedure: A stirred mixture of benzyl 2-acetoacetylpiperidine-1-carboxylate (Example 10A) (1.74 g, 5.74 mmol), 4-cyanobenzaldehyde (752 mg, 5.74 mmol), N-[3-(trifluoromethyl)phenyl]urea (976 mg, 4.78 mmol) and 2,4,6-tripropyl-1,3,5,2,4,6-trioxatriphosphinane 2,4,6-trioxide anhydride (6.1 g, 9.5 mmol) in methyl tert.-butyl ether (44 ml) is refluxed overnight (16 h). The product is extracted with methyl tert.-butyl ether (300 ml), washed with aq. saturated sodium bicarbonate solution (200 ml), dried with an... Reactants: C(C)(C)(C)OC(=O)N1C[C@H]([C@@H](CC1)OC1=CC=C(C=C1)OC1=CC=CC=C1)OCCOC ((±)-trans-N-tert-butoxycarbonyl-4-(4-phenoxyphenoxy)-3-(2-methoxy-1-ethoxy)piperidine), FC(C(=O)O)(F)F (trifluoroacetic acid). The solvent is ClCCl (dichloromethane). Product: FC(C(=O)O)(F)F.O(C1=CC=CC=C1)C1=CC=C(O[C@H]2[C@@H](CNCC2)OCCOC)C=C1 ((±)-trans-4-(4-phenoxyphenoxy)-3-(2-methoxy-1-ethoxy)piperidine trifluoroacetic acid salt). As a reaction SMILES: C(OC([N:8]1[CH2:13][CH2:12][C@@H:11]([O:14][C:15]2[CH:20]=[CH:19][C:18]([O:21][C:22]3[CH:27]=[CH:26][CH:25]=[CH:24][CH:23]=3)=[CH:17][CH:16]=2)[C@H:10]([O:28][CH2:29][CH2:30][O:31][CH3:32])[CH2:9]1)=O)(C)(C)C.[F:33][C:34]([F:39])([F:38])[C:35]([OH:37])=[O:36]>ClCCl>[F:33][C:34]([F:39])([F:38])[C:35]([OH:37])=[O:36].[O:21]([C:18]1[CH:17]=[CH:16][C:15]([O:14][C@@H:11]2[CH2:12][CH2:13][NH:8][CH2:9][C@H:10]2[O:28][CH2:29][CH2:30][O:31][CH3:32])=[CH:20][CH:19]=1)[C:22]1[CH:23]=[CH:24][CH:25]=[CH:26][CH:27]=1 |f:3.4|. Reported procedure: To a solution of (±)-trans-N-tert-butoxycarbonyl-4-(4-phenoxyphenoxy)-3-(2-methoxy-1-ethoxy)piperidine (2.1 g, 4.7 mmol) in dry dichloromethane (20 ml) and trifluoroacetic acid (1.5 ml) was added. After 2 h the volatiles were evaporated. The residue was triturated with petroleum ether to leave the title compound as an oil. Yield 2.2 g 100%. The reactants are BrCCBr, CCO, [I-], [K+], [K+], [OH-], O=C1CN(c2ccccc2)C(=O)N1. The product is O=C1CN(c2ccccc2)C(=O)N1CCBr. As a reaction SMILES: [Br:16][CH2:17][CH2:18][Br:19].[CH3:22][CH2:23][OH:24].[I-:21].[K+:15].[K+:20].[OH-:14].[c:1]1([N:7]2[C:8](=[O:9])[NH:10][C:11](=[O:12])[CH2:13]2)[cH:2][cH:3][cH:4][cH:5][cH:6]1>>[c:1]1([N:7]2[C:8](=[O:9])[N:10]([CH2:18][CH2:17][Br:16])[C:11](=[O:12])[CH2:13]2)[cH:2][cH:3][cH:4][cH:5][cH:6]1. Reactants: ClC1=CC=C(C=2CCCCC12)OC1=NC=C(C=C1Cl)N (2-(4-chloro-5,6,7,8-tetrahydro-1-naphthoxy)-3-chloro-5-aminopyridine), ClC1=C(C(=O)N=C=O)C(=CC=C1)F (2-chloro-6-fluorobenzoyl isocyanate). Solvent: C1(=CC=CC=C1)C (toluene), C1(=CC=CC=C1)C (toluene). Yields the product ClC1=CC=C(C=2CCCCC12)OC1=NC=C(C=C1Cl)NC(=O)NC(C1=C(C=CC=C1F)Cl)=O (1-(2-[4-chloro-5,6,7,8-tetra-hydro-1-naphthoxy]-3-chloro-5-pyridyl)-3-(2-chloro-6-fluorobenzoyl) urea). RXN SMILES: [Cl:1][C:2]1[C:11]2[CH2:10][CH2:9][CH2:8][CH2:7][C:6]=2[C:5]([O:12][C:13]2[C:18]([Cl:19])=[CH:17][C:16]([NH2:20])=[CH:15][N:14]=2)=[CH:4][CH:3]=1.[Cl:21][C:22]1[CH:32]=[CH:31][CH:30]=[C:29]([F:33])[C:23]=1[C:24]([N:26]=[C:27]=[O:28])=[O:25]>C1(C)C=CC=CC=1>[Cl:1][C:2]1[C:11]2[CH2:10][CH2:9][CH2:8][CH2:7][C:6]=2[C:5]([O:12][C:13]2[C:18]([Cl:19])=[CH:17][C:16]([NH:20][C:27]([NH:26][C:24](=[O:25])[C:23]3[C:29]([F:33])=[CH:30][CH:31]=[CH:32][C:22]=3[Cl:21])=[O:28])=[CH:15][N:14]=2)=[CH:4][CH:3]=1. Reported procedure: A mixture of 0.5 g. of 2-(4-chloro-5,6,7,8-tetrahydro-1-naphthoxy)-3-chloro-5-aminopyridine and 5 ml. of toluene was heated up to 50°. To this resulting solution was added 0.52 g. of 2-chloro-6-fluorobenzoyl isocyanate in 6 ml. of toluene. The mixture was heated at 80° for 1.5 hours, cooled, and filtered to give 0.7 g. of white crystals; mp. 243.5°-244.5°. The reactants are N=1C=2C=CC=CC2C=CC1C, O=C(O)C(NC(=O)C)C. The reagents and catalysts are O=S(=O)(O)OOS(=O)(=O)O.N. Solvent: O, O=S(C)C. Reaction conditions: temperature 40 celsius, time 16 hour. Product: O=C(NC(C1=CC(=NC=2C=CC=CC21)C)C)C. The yield is 91.0%.